From a dataset of the Open Reaction Database (ORD), a public repository of structured organic reaction records. describe an organic reaction: reactants, conditions, products, and yield The reactants are CN(C)C=O, CC1(C)CCC(C)(C)c2cc(C=O)c(F)cc21, [H-], [Na+], Sc1ncccn1. Product: CC1(C)CCC(C)(C)c2cc(Sc3ncccn3)c(C=O)cc21. Reaction SMILES: [CH3:27][N:28]([CH3:29])[CH:30]=[O:31].[F:10][c:11]1[c:12]([CH:25]=[O:26])[cH:13][c:14]2[c:19]([cH:20]1)[C:18]([CH3:21])([CH3:22])[CH2:17][CH2:16][C:15]2([CH3:23])[CH3:24].[H-:8].[Na+:9].[SH:1][c:2]1[n:3][cH:4][cH:5][cH:6][n:7]1>>[S:1]([c:2]1[n:3][cH:4][cH:5][cH:6][n:7]1)[c:11]1[c:12]([CH:25]=[O:26])[cH:13][c:14]2[c:19]([cH:20]1)[C:18]([CH3:21])([CH3:22])[CH2:17][CH2:16][C:15]2([CH3:23])[CH3:24]. Starting materials: O=S(=O)(Cl)C(F)(F)F, Nc1ccc(C(CC2CCCC2)C(=O)Nc2nccs2)cc1, c1ccncc1. The product is O=C(Nc1nccs1)C(CC1CCCC1)c1ccc(NS(=O)(=O)C(F)(F)F)cc1. RXN SMILES: [F:23][C:24]([S:25](=[O:26])(=[O:27])[Cl:28])([F:29])[F:30].[NH2:1][c:2]1[cH:3][cH:4][c:5]([CH:8]([C:9](=[O:10])[NH:11][c:12]2[s:13][cH:14][cH:15][n:16]2)[CH2:17][CH:18]2[CH2:19][CH2:20][CH2:21][CH2:22]2)[cH:6][cH:7]1.[cH:31]1[cH:32][cH:33][n:34][cH:35][cH:36]1>>[NH:1]([c:2]1[cH:3][cH:4][c:5]([CH:8]([C:9](=[O:10])[NH:11][c:12]2[s:13][cH:14][cH:15][n:16]2)[CH2:17][CH:18]2[CH2:19][CH2:20][CH2:21][CH2:22]2)[cH:6][cH:7]1)[S:25]([C:24]([F:23])([F:29])[F:30])(=[O:26])=[O:27]. The reactants are C(C1=CC=CC=C1)C1=C(C2=C(S1)C=CC=C2)C2=CC=C(C=C2)C2=CC(=C(C=C2)O)Br (4′-(2-benzyl-benzo[b]thiophen-3-yl)-3-bromo-biphenyl-4-ol), ClS(=O)(=O)C1=CC(=C(C(=O)O)C=C1)O (4-chlorosulfonyl-2-hydroxy-benzoic acid). The product is C(C1=CC=CC=C1)C1=C(C2=C(S1)C=CC=C2)C2=CC=C(C=C2)C2=CC(=C(C=C2)OS(=O)(=O)C2=CC(=C(C(=O)O)C=C2)O)Br (4-[4′-(2-Benzyl-benzo[b]thiophen-3-yl)-3-bromo-biphenyl-4-yloxysulfonyl]-2-hydroxy-benzoic acid). As a reaction SMILES: [CH2:1]([C:8]1[S:12][C:11]2[CH:13]=[CH:14][CH:15]=[CH:16][C:10]=2[C:9]=1[C:17]1[CH:22]=[CH:21][C:20]([C:23]2[CH:28]=[CH:27][C:26]([OH:29])=[C:25]([Br:30])[CH:24]=2)=[CH:19][CH:18]=1)[C:2]1[CH:7]=[CH:6][CH:5]=[CH:4][CH:3]=1.Cl[S:32]([C:35]1[CH:43]=[CH:42][C:38]([C:39]([OH:41])=[O:40])=[C:37]([OH:44])[CH:36]=1)(=[O:34])=[O:33]>>[CH2:1]([C:8]1[S:12][C:11]2[CH:13]=[CH:14][CH:15]=[CH:16][C:10]=2[C:9]=1[C:17]1[CH:22]=[CH:21][C:20]([C:23]2[CH:28]=[CH:27][C:26]([O:29][S:32]([C:35]3[CH:43]=[CH:42][C:38]([C:39]([OH:41])=[O:40])=[C:37]([OH:44])[CH:36]=3)(=[O:34])=[O:33])=[C:25]([Br:30])[CH:24]=2)=[CH:19][CH:18]=1)[C:2]1[CH:3]=[CH:4][CH:5]=[CH:6][CH:7]=1. Procedure: The title compound was prepared from 4′-(2-benzyl-benzo[b]thiophen-3-yl)-3-bromo-biphenyl-4-ol and 4-chlorosulfonyl-2-hydroxy-benzoic acid, in substantially the same manner, as described in Example 1 step g, and was obtained as an off-white solid, mp 117-119° C.; MS m/e 669 (M-H)+; Starting materials: FC1=CC=C(C=C1)C(C(=O)C=1SC=CC1)O (2-(4-fluorophenyl)-2-hydroxy-1-(2-thienyl)ethanone), [S-]C#N.[NH4+] (ammonium thiocyanate). The solvent is C(CC)O (1-propanol). The product is FC1=CC=C(C=C1)C=1N=C(NC1C=1SC=CC1)S (4-(4-Fluorophenyl)-5-(2-thienyl)-1H-2-imidazolethiol). As a reaction SMILES: [F:1][C:2]1[CH:7]=[CH:6][C:5]([CH:8](O)[C:9]([C:11]2[S:12][CH:13]=[CH:14][CH:15]=2)=O)=[CH:4][CH:3]=1.[S-:17][C:18]#[N:19].[NH4+:20]>C(O)CC>[F:1][C:2]1[CH:7]=[CH:6][C:5]([C:8]2[N:19]=[C:18]([SH:17])[NH:20][C:9]=2[C:11]2[S:12][CH:13]=[CH:14][CH:15]=2)=[CH:4][CH:3]=1 |f:1.2|. Reported procedure: Alternatively, reaction of 63.4 g (0.27 mole) of 2-(4-fluorophenyl)-2-hydroxy-1-(2-thienyl)ethanone with 29.0 g (0.38 mole) of ammonium thiocyanate in 1-propanol gave 71.6 g of 4-(4-fluorophenyl)-5-(2-thienyl)-1H-2-imidazolethiol, m.p. 275°-277° (Recrystallized from 1-butanol). Starting materials: ClC1=CC(=C(OC2=NC(=CC(=C2C)C(C(F)(F)F)O)C)C(=C1)C)C (1-[2-(4-chloro-2,6-dimethyl-phenoxy)-3,6-dimethyl-pyridin-4-yl]-2,2,2-trifluoro-ethanol), C(CC)N=C=O (propyl isocyanate), CN(C)C1=NC=CC=C1 (dimethylaminopyridine). Run in ClCCl (dichloromethane). Product: ClC1=CC(=C(OC2=NC(=CC(=C2C)C(C(F)(F)F)OC(NCCC)=O)C)C(=C1)C)C (Propyl-carbamic acid 1-[2-(4-chloro-2,6-dimethyl-phenoxy)-3,6-dimethyl-pyridin-4-yl]-2,2,2-trifluoro-ethyl ester). RXN SMILES: [Cl:1][C:2]1[CH:22]=[C:21]([CH3:23])[C:5]([O:6][C:7]2[C:12]([CH3:13])=[C:11]([CH:14]([OH:19])[C:15]([F:18])([F:17])[F:16])[CH:10]=[C:9]([CH3:20])[N:8]=2)=[C:4]([CH3:24])[CH:3]=1.[CH2:25]([N:28]=[C:29]=[O:30])[CH2:26][CH3:27].CN(C1C=CC=CN=1)C>ClCCl>[Cl:1][C:2]1[CH:22]=[C:21]([CH3:23])[C:5]([O:6][C:7]2[C:12]([CH3:13])=[C:11]([CH:14]([O:19][C:29](=[O:30])[NH:28][CH2:25][CH2:26][CH3:27])[C:15]([F:16])([F:17])[F:18])[CH:10]=[C:9]([CH3:20])[N:8]=2)=[C:4]([CH3:24])[CH:3]=1. Procedure: A mixture of 1-[2-(4-chloro-2,6-dimethyl-phenoxy)-3,6-dimethyl-pyridin-4-yl]-2,2,2-trifluoro-ethanol (21 mg, 0.0589 mmol), propyl isocyanate (0.1 ml), dimethylaminopyridine (20 mg) in dichloromethane (2 ml) was heated at reflux for 6 hrs. The mixture was quenched with water and extracted with chloroform. The organic layer was separated, dried and concentrated to give 23 mg of yellow solid. The solid was purified by preparative thin layer chromatography (run in 20% ethyl acetate in hexane) to giv... Reactants: C(C=C)C=1C=C2C=CC(=CC2=CC1)C(C(C)C)(O)C=1N=CN(C1)C(C1=CC=CC=C1)(C1=CC=CC=C1)C1=CC=CC=C1 (1-(6-Allylnaphthalen-2-yl)-2-methyl-1-(1-trityl-1H-imidazol-4-yl)-1-propanol). Run at time 2 hour. Reaction SMILES: [CH2:1]([C:4]1[CH:5]=[C:6]2[C:11](=[CH:12][CH:13]=1)[CH:10]=[C:9]([C:14]([C:19]1[N:20]=[CH:21][N:22](C(C3C=CC=CC=3)(C3C=CC=CC=3)C3C=CC=CC=3)[CH:23]=1)([OH:18])[CH:15]([CH3:17])[CH3:16])[CH:8]=[CH:7]2)[CH:2]=[CH2:3]>C1COCC1.CO.[C].[Pd]>[NH:22]1[CH:23]=[C:19]([C:14]([C:9]2[CH:8]=[CH:7][C:6]3[C:11](=[CH:12][CH:13]=[C:4]([CH2:1][CH2:2][CH3:3])[CH:5]=3)[CH:10]=2)([OH:18])[CH:15]([CH3:17])[CH3:16])[N:20]=[CH:21]1 |f:1.2,3.4|. The reagents and catalysts are [C].[Pd] (palladium carbon). Procedure: 1-(6-Allylnaphthalen-2-yl)-2-methyl-1-(1-trityl-1H-imidazol-4-yl)-1-propanol (1.40 g) was dissolved in THF-methanol (1:2) (15 ml). To the solution was added 10% palladium carbon (140 mg), and the mixture was stirred at room temperature for 2 h under hydrogen atmosphere. The catalyst was filtered and washed with THF. The filtrate was concentrated. The residue was chromatographed on silica gel (eluent, hexane:THF=1:1) and crystallized from isopropyl ether-hexane to give the titled compound (1.28 g... Yields the product N1C=NC(=C1)C(C(C)C)(O)C1=CC2=CC=C(C=C2C=C1)CCC (1-(1H-Imidazol-4-yl)-2-methyl-1-(6-propylnaphthalen-2-yl)-1-propanol). Run in C1CCOC1.CO (THF methanol). Yield: 162.7%. The reactants are O1C(CCCC1)OC1=CC=C(C=C1)C#C[Si](C)(C)C (4-Tetrahydropyranyloxy-1-(trimethylsilylethynyl) benzene). Run in CO (MeOH). Reaction conditions: time 4 hour. Product: O1C(CCCC1)OC1=CC=C(C=C1)C#C (4-Tetrahydropyranyloxyphenylacetylene). RXN SMILES: [O:1]1[CH2:6][CH2:5][CH2:4][CH2:3][CH:2]1[O:7][C:8]1[CH:13]=[CH:12][C:11]([C:14]#[C:15][Si](C)(C)C)=[CH:10][CH:9]=1>CO>[O:1]1[CH2:6][CH2:5][CH2:4][CH2:3][CH:2]1[O:7][C:8]1[CH:9]=[CH:10][C:11]([C:14]#[CH:15])=[CH:12][CH:13]=1. Reported procedure: (9.3 g, 160 mmol) was added to a stirred solution of 2 (22.6 g, 80 mmol) in MeOH (150 ml). The reaction mixture was stirred at room temperature for about 4 hours. After the reaction finished (GC shows no starting material remaining), the solvent was removed under reduced pressure on a rotary evaporator. The residue was purified by column chromatography on silica gel (petroleum ether-ethyl acetate=9:1) to give a pale yellow crystals of 3. Yield 15.7 g(97%); mp 65° C., δH(CDCl3; 300 MHz): 7.42(d, ... The reactants are CCOC(=O)c1cn2c3c(c(N4CCN(c5ccc(N6CC(CNC(C)=O)OC6=O)cc5F)CC4)c(F)cc3c1=O)OCN2C, CC(=O)O, ClCCl, Cl, O=C(O)C(F)(F)F. Product: CC(=O)NCC1CN(c2ccc(N3CCN(c4c(F)cc5c(=O)c(C(=O)O)cn6c5c4OCN6C)CC3)c(F)c2)C(=O)O1. RXN SMILES: [CH2:1]([CH3:2])[O:3][C:4](=[O:5])[c:6]1[cH:7][n:8]2[c:19]3[c:12]([c:13]([N:21]4[CH2:22][CH2:23][N:24]([c:27]5[c:28]([F:44])[cH:29][c:30]([N:33]6[C:34](=[O:43])[O:35][CH:36]([CH2:38][NH:39][C:40]([CH3:41])=[O:42])[CH2:37]6)[cH:31][cH:32]5)[CH2:25][CH2:26]4)[c:14]([F:20])[cH:15][c:16]3[c:17]1=[O:18])[O:11][CH2:10][N:9]2[CH3:45].[CH3:47][C:48](=[O:49])[OH:50].[Cl:51][CH2:52][Cl:53].[ClH:46].[F:54][C:55]([F:56])([F:57])[C:58]([OH:59])=[O:60]>>[O:3]=[C:4]([OH:5])[c:6]1[cH:7][n:8]2[c:19]3[c:12]([c:13]([N:21]4[CH2:22][CH2:23][N:24]([c:27]5[c:28]([F:44])[cH:29][c:30]([N:33]6[C:34](=[O:43])[O:35][CH:36]([CH2:38][NH:39][C:40]([CH3:41])=[O:42])[CH2:37]6)[cH:31][cH:32]5)[CH2:25][CH2:26]4)[c:14]([F:20])[cH:15][c:16]3[c:17]1=[O:18])[O:11][CH2:10][N:9]2[CH3:45].